This data is from the Open Reaction Database (ORD), a public repository of structured organic reaction records. The task is: describe an organic reaction: reactants, conditions, products, and yield Starting materials: CCN(C(C)C)C(C)C, Cn1cc(C(=O)NCc2ccc(Cl)cc2)c(=O)c2sc(CCl)cc21, CN(C)C=O, O, CNCC(O)c1c[nH]c2ccccc12. Yields the product CN(Cc1cc2c(s1)c(=O)c(C(=O)NCc1ccc(Cl)cc1)cn2C)CC(O)c1c[nH]c2ccccc12. RXN SMILES: [CH:39]([N:40]([CH:41]([CH3:42])[CH3:43])[CH2:44][CH3:45])([CH3:46])[CH3:47].[Cl:1][c:2]1[cH:3][cH:4][c:5]([CH2:6][NH:7][C:8](=[O:9])[c:10]2[c:11](=[O:22])[c:12]3[c:13]([n:14]([CH3:16])[cH:15]2)[cH:17][c:18]([CH2:20][Cl:21])[s:19]3)[cH:23][cH:24]1.[O:48]=[CH:49][N:50]([CH3:51])[CH3:52].[OH2:53].[nH:25]1[cH:26][c:27]([CH:34]([CH2:35][NH:36][CH3:37])[OH:38])[c:28]2[cH:29][cH:30][cH:31][cH:32][c:33]12>>[Cl:1][c:2]1[cH:3][cH:4][c:5]([CH2:6][NH:7][C:8](=[O:9])[c:10]2[c:11](=[O:22])[c:12]3[c:13]([n:14]([CH3:16])[cH:15]2)[cH:17][c:18]([CH2:20][N:36]([CH2:35][CH:34]([c:27]2[cH:26][nH:25][c:33]4[c:28]2[cH:29][cH:30][cH:31][cH:32]4)[OH:38])[CH3:37])[s:19]3)[cH:23][cH:24]1. Reactants: CC=1C=C(C=C(C1)C)N1C(C2=CC=CC=C2C(=C1/C=C/[C@@H]1C[C@H](CC(O1)=O)O)C(C)C)=O ((4R,6S)-(E)-6-(2-(2-(3,5-dimethylphenyl)-4-isopropyl-1-oxo-1,2-dihydroisoquinolin-3-yl)ethen-1-yl)-4-hydroxy-3,4,5,6-tetrahydro-2H-pyran-2-one), C(Cl)Cl (CH2Cl2). Product: ClC1=CC=C(C=C1)N1C(C2=CC=CC=C2C(=C1/C=C/[C@@H]1C[C@H](CC(O1)O)O)C(C)C)=O ((2RS,4R,6S)-(E)-6-(2-(2-(4-chlorophenyl)-4-isopropyl-1-oxo-1,2-dihydroisoquinolin-3-yl)ethen-1-yl)-2,4-dihydroxy-3,4,5,6-tetrahydro-2H-pyran). RXN SMILES: C[C:2]1[CH:3]=[C:4]([N:9]2[C:18](/[CH:19]=[CH:20]/[C@H:21]3[O:26][C:25](=[O:27])[CH2:24][C@H:23]([OH:28])[CH2:22]3)=[C:17]([CH:29]([CH3:31])[CH3:30])[C:16]3[C:11](=[CH:12][CH:13]=[CH:14][CH:15]=3)[C:10]2=[O:32])[CH:5]=[C:6](C)[CH:7]=1.C(Cl)[Cl:34]>>[Cl:34][C:7]1[CH:2]=[CH:3][C:4]([N:9]2[C:18](/[CH:19]=[CH:20]/[C@H:21]3[O:26][CH:25]([OH:27])[CH2:24][C@H:23]([OH:28])[CH2:22]3)=[C:17]([CH:29]([CH3:30])[CH3:31])[C:16]3[C:11](=[CH:12][CH:13]=[CH:14][CH:15]=3)[C:10]2=[O:32])=[CH:5][CH:6]=1. Procedure: (4R,6S)-(E)-6-(2-(2-(3,5-dimethylphenyl)-4-isopropyl-1-oxo-1,2-dihydroisoquinolin-3-yl)ethen-1-yl)-4-hydroxy-3,4,5,6-tetrahydro-2H-pyran-2-one, m.p.181°-185° C. [α]D =+30.8° C. (CH2Cl2 at 22° C.) Found: C,75.1; H,6.84; N,3.18%. Required: C,75.2; H,6.77; N,3.25%. [NMR in CDCl3, 1.38-1.55 (1H,m), 1.48 (6H,d,J=8 Hz), 1.59-1.68 (1H,m), 2.17 (1H,d,J=4 Hz), 2.32 (6H,s), 2.53 (2H,m), 3.53 (1H,sept,J=8 Hz), 4.01 (1H,m), 5.09 (1H,m), 5.59 (1H,dd,J=16 Hz and J=5 Hz), 6.11 (1H,dd,J=16 Hz and J=1.5 Hz), 6.7... Reactants: [BH3-]C#N, CC(=O)[O-], CO, CCCC(=O)CC(C)C, [NH4+], [Na+]. Product: CCCC(N)CC(C)C. Reaction SMILES: [C:15](#[N:16])[BH3-:17].[CH3:11][C:12](=[O:13])[O-:14].[CH3:19][OH:20].[CH3:1][CH:2]([CH3:3])[CH2:4][C:5]([CH2:6][CH2:7][CH3:8])=[O:9].[NH4+:10].[Na+:18]>>[CH3:1][CH:2]([CH3:3])[CH2:4][CH:5]([CH2:6][CH2:7][CH3:8])[NH2:16]. Reactants: N1(CCCC1)[C@@H]1[C@@H](CCC1)N (cis-2-pyrrolidin-1-yl-cyclopentylamine), N1(CCCC1)[C@@H]1[C@@H](CCC1)N (cis-2-pyrrolidin-1-yl-cyclopentylamine), C1(CC1)C1=C(C(=O)O)C=CC(=C1)C(F)(F)F (2-cyclopropyl-4-trifluoromethyl-benzoic acid), C1(CC1)C1=C(C(=O)O)C=CC(=C1)C(F)(F)F (2-cyclopropyl-4-trifluoromethyl-benzoic acid). Yields the product C1(CC1)C1=C(C(=O)N[C@H]2[C@H](CCC2)N2CCCC2)C=CC(=C1)C(F)(F)F (2-Cyclopropyl-cis-N-(2-pyrrolidin-1-yl-cyclopentyl)-4-trifluoromethyl-benzamide). Reaction SMILES: [N:1]1([C@H:6]2[CH2:10][CH2:9][CH2:8][C@H:7]2[NH2:11])[CH2:5][CH2:4][CH2:3][CH2:2]1.[CH:12]1([C:15]2[CH:23]=[C:22]([C:24]([F:27])([F:26])[F:25])[CH:21]=[CH:20][C:16]=2[C:17](O)=[O:18])[CH2:14][CH2:13]1>>[CH:12]1([C:15]2[CH:23]=[C:22]([C:24]([F:25])([F:26])[F:27])[CH:21]=[CH:20][C:16]=2[C:17]([NH:11][C@@H:7]2[CH2:8][CH2:9][CH2:10][C@@H:6]2[N:1]2[CH2:2][CH2:3][CH2:4][CH2:5]2)=[O:18])[CH2:14][CH2:13]1. Procedure details: The title compound, white solid, MS: m/e=367.2 [(M+H)+], was prepared in accordance with the general method of example 5 from cis-2-pyrrolidin-1-yl-cyclopentylamine (intermediate Q) and 2-cyclopropyl-4-trifluoromethyl-benzoic acid (intermediate K). Reactants: C1CCOC1, Cl, CN(C(=O)NCc1cccc(F)c1Cl)C(COC(=O)Nc1cc2cc(F)ccc2cn1)CC(F)(F)CN=[N+]=[N-], O, c1ccc(P(c2ccccc2)c2ccccc2)cc1. Yields the product CN(C(=O)NCc1cccc(F)c1Cl)C(COC(=O)Nc1cc2cc(F)ccc2cn1)CC(F)(F)CN. As a reaction SMILES: [CH2:40]1[O:41][CH2:42][CH2:43][CH2:44]1.[ClH:64].[F:1][c:2]1[cH:3][c:4]2[cH:5][c:6]([NH:12][C:13]([O:14][CH2:15][CH:16]([CH2:17][C:18]([CH2:19][N:20]=[N+:21]=[N-:22])([F:23])[F:24])[N:25]([C:26](=[O:27])[NH:28][CH2:29][c:30]3[c:31]([Cl:37])[c:32]([F:36])[cH:33][cH:34][cH:35]3)[CH3:38])=[O:39])[n:7][cH:8][c:9]2[cH:10][cH:11]1.[OH2:65].[c:45]1([P:46]([c:47]2[cH:48][cH:49][cH:50][cH:51][cH:52]2)[c:53]2[cH:54][cH:55][cH:56][cH:57][cH:58]2)[cH:59][cH:60][cH:61][cH:62][cH:63]1>>[F:1][c:2]1[cH:3][c:4]2[cH:5][c:6]([NH:12][C:13]([O:14][CH2:15][CH:16]([CH2:17][C:18]([CH2:19][NH2:20])([F:23])[F:24])[N:25]([C:26](=[O:27])[NH:28][CH2:29][c:30]3[c:31]([Cl:37])[c:32]([F:36])[cH:33][cH:34][cH:35]3)[CH3:38])=[O:39])[n:7][cH:8][c:9]2[cH:10][cH:11]1.